This data is from the Open Reaction Database (ORD), a public repository of structured organic reaction records. The task is: describe an organic reaction: reactants, conditions, products, and yield The solvent is N1=CC=CC=C1 (pyridine). RXN SMILES: [Cl:1][C:2]1[CH:3]=[CH:4][C:5]([O:23][CH3:24])=[C:6]([CH:22]=1)[C:7]([NH:9][CH2:10][CH2:11][C:12]1[CH:17]=[CH:16][C:15]([S:18](Cl)(=[O:20])=[O:19])=[CH:14][CH:13]=1)=[O:8].[CH:25]1([C:28]2[S:32][C:31]([NH2:33])=[N:30][N:29]=2)[CH2:27][CH2:26]1>CN(C)C1C=CN=CC=1.N1C=CC=CC=1>[Cl:1][C:2]1[CH:3]=[CH:4][C:5]([O:23][CH3:24])=[C:6]([CH:22]=1)[C:7]([NH:9][CH2:10][CH2:11][C:12]1[CH:17]=[CH:16][C:15]([S:18](=[O:20])(=[O:19])[NH:33][C:31]2[S:32][C:28]([CH:25]3[CH2:27][CH2:26]3)=[N:29][N:30]=2)=[CH:14][CH:13]=1)=[O:8]. Isolated yield 42.2%. Reaction conditions: temperature 115 celsius, time 2 hour. Reagents/catalysts: CN(C1=CC=NC=C1)C (4-dimethylaminopyridine). Reactants: ClC=1C=CC(=C(C(=O)NCCC2=CC=C(C=C2)S(=O)(=O)Cl)C1)OC (4-[2-(5-Chloro-2-methoxy-benzoylamino)-ethyl]-benzenesulfonyl chloride), C1(CC1)C1=NN=C(S1)N (5-Cyclopropyl-[1,3,4]thiadiazol-2-ylamine). Procedure details: 1.1 g 4-[2-(5-Chloro-2-methoxy-benzoylamino)-ethyl]-benzenesulfonyl chloride, 483 mg 5-Cyclopropyl-[1,3,4]thiadiazol-2-ylamine and 35.0 mg 4-dimethylaminopyridine were dissolved in 5 ml pyridine and stirred under microwave irradiation at 115° C. for two hours. The pyridine was removed in vacuo and the residue coevaporated three times with portions of 20 ml toluene. The residue was purified by RP-HPLC to obtain 590 mg 5-Chloro-N-{2-[4-(5-cyclopropyl-[1,3,4]thiadiazol-2-ylsulfamoyl)-phenyl]-ethyl}... Product: ClC=1C=CC(=C(C(=O)NCCC2=CC=C(C=C2)S(NC=2SC(=NN2)C2CC2)(=O)=O)C1)OC (5-Chloro-N-{2-[4-(5-cyclopropyl-[1,3,4]thiadiazol-2-ylsulfamoyl)-phenyl]-ethyl}-2-methoxy-benzamide).